describe an organic reaction: reactants, conditions, products, and yield From a dataset of the Open Reaction Database (ORD), a public repository of structured organic reaction records. Starting materials: O(Cl)Cl.[P+3] (phosphorus(III)oxychloride), ice, [K+].[Br-] (KBr), O (water), NC=1C=C(C=CC1N)C(CCC(=O)OC)=O (methyl 4-(3,4-diaminophenyl)-4-oxobutanoate), C(=O)O (formic acid). Reaction conditions: temperature 60 celsius, time 40 minute. The product is N1C=NC2=C1C=CC(=C2)C(CCC(=O)OC)=O (Methyl 4-(1H-benzimidazol-5-yl)-4-oxobutanoate). Reaction SMILES: O(Cl)Cl.[P+3].O.[NH2:6][C:7]1[CH:8]=[C:9]([C:14](=[O:21])[CH2:15][CH2:16][C:17]([O:19][CH3:20])=[O:18])[CH:10]=[CH:11][C:12]=1[NH2:13].[K+].[Br-].[CH:24](O)=O>>[NH:13]1[C:12]2[CH:11]=[CH:10][C:9]([C:14](=[O:21])[CH2:15][CH2:16][C:17]([O:19][CH3:20])=[O:18])=[CH:8][C:7]=2[N:6]=[CH:24]1 |f:0.1,4.5|. Procedure details: 75 ml of phosphorus(III)oxychloride were slowly added dropwise, while cooling externally with water, to a solution of 20.0 g (0.09 mol) of methyl 4-(3,4-diaminophenyl)-4-oxobutanoate in 50 ml of formic acid and the mixture was then stirred for another 40 minutes at a reaction temperature of 60° C. It was left to cool, then the mixture was stirred into 500 g of crushed ice while cooling externally with ice and made weakly ammoniacal. It was then extracted exhaustively with ethyl acetate, the comb... The reactants are Clc1nc(Br)ns1, CN(C)C=O, CC(C)Oc1ccc(B(O)O)cc1Cl, [K+], [K+], [K+], O, O=P([O-])([O-])[O-]. Product: CC(C)Oc1ccc(-c2nc(Br)ns2)cc1Cl. Reaction SMILES: [Br:1][c:2]1[n:3][s:4][c:5]([Cl:7])[n:6]1.[CH3:30][N:31]([CH3:32])[CH:33]=[O:34].[Cl:8][c:9]1[cH:10][c:11]([B:19]([OH:20])[OH:21])[cH:12][cH:13][c:14]1[O:15][CH:16]([CH3:17])[CH3:18].[K+:27].[K+:28].[K+:29].[OH2:35].[P:22]([O-:23])([O-:24])([O-:25])=[O:26]>>[Br:1][c:2]1[n:3][s:4][c:5](-[c:11]2[cH:10][c:9]([Cl:8])[c:14]([O:15][CH:16]([CH3:17])[CH3:18])[cH:13][cH:12]2)[n:6]1. Starting materials: C#CCN1CCCC1=O, CCOC(C)=O, CC(C)NC(C)C, COc1cc2c(Nc3c(Cl)cc(I)c4c3OCO4)ncnc2cc1OCCCN1CCOCC1, [Cu]I, Cl[Pd]Cl, c1ccc(P(c2ccccc2)c2ccccc2)cc1, c1ccc(P(c2ccccc2)c2ccccc2)cc1. The product is COc1cc2c(Nc3c(Cl)cc(C#CCN4CCCC4=O)c4c3OCO4)ncnc2cc1OCCCN1CCOCC1. Reaction SMILES: [CH2:35]([C:36]#[CH:37])[N:38]1[C:39](=[O:43])[CH2:40][CH2:41][CH2:42]1.[CH3:51][CH2:52][O:53][C:54](=[O:55])[CH3:56].[CH:44]([NH:45][CH:46]([CH3:47])[CH3:48])([CH3:49])[CH3:50].[Cl:1][c:2]1[c:3]([NH:12][c:13]2[n:14][cH:15][n:16][c:17]3[cH:18][c:19]([O:25][CH2:26][CH2:27][CH2:28][N:29]4[CH2:30][CH2:31][O:32][CH2:33][CH2:34]4)[c:20]([O:23][CH3:24])[cH:21][c:22]23)[c:4]2[c:5]([c:9]([I:11])[cH:10]1)[O:6][CH2:7][O:8]2.[Cu:98][I:99].[Pd:57]([Cl:58])[Cl:59].[c:60]1([P:61]([c:62]2[cH:63][cH:64][cH:65][cH:66][cH:67]2)[c:68]2[cH:69][cH:70][cH:71][cH:72][cH:73]2)[cH:74][cH:75][cH:76][cH:77][cH:78]1.[c:79]1([P:80]([c:81]2[cH:82][cH:83][cH:84][cH:85][cH:86]2)[c:87]2[cH:88][cH:89][cH:90][cH:91][cH:92]2)[cH:93][cH:94][cH:95][cH:96][cH:97]1>>[Cl:1][c:2]1[c:3]([NH:12][c:13]2[n:14][cH:15][n:16][c:17]3[cH:18][c:19]([O:25][CH2:26][CH2:27][CH2:28][N:29]4[CH2:30][CH2:31][O:32][CH2:33][CH2:34]4)[c:20]([O:23][CH3:24])[cH:21][c:22]23)[c:4]2[c:5]([c:9]([C:37]#[C:36][CH2:35][N:38]3[C:39](=[O:43])[CH2:40][CH2:41][CH2:42]3)[cH:10]1)[O:6][CH2:7][O:8]2. Reactants: CC(=O)OCc1ccc(-c2ccccc2)cn1, CO, [Na+], C1CCOC1, [OH-]. Product: OCc1ccc(-c2ccccc2)cn1. As a reaction SMILES: [C:1](=[O:2])([CH3:3])[O:4][CH2:5][c:6]1[n:7][cH:8][c:9](-[c:12]2[cH:13][cH:14][cH:15][cH:16][cH:17]2)[cH:10][cH:11]1.[CH3:25][OH:26].[Na+:19].[O:20]1[CH2:21][CH2:22][CH2:23][CH2:24]1.[OH-:18]>>[OH:4][CH2:5][c:6]1[n:7][cH:8][c:9](-[c:12]2[cH:13][cH:14][cH:15][cH:16][cH:17]2)[cH:10][cH:11]1. Starting materials: C(C1=CC=CC=C1)OC(=O)NC1=CC=CN2C1=NC(=C(C2=O)O)C(=O)OC (methyl 9-{[(benzyloxy)carbonyl]amino}-3-hydroxy-4-oxo-4-H-pyrido[1,2-a]pyrimidine-2-carboxylate), FC1=CC=C(CN)C=C1 (p-fluorobenzylamine). Run in CO (MeOH). Conditions: temperature 80 celsius, time 16 hour. Product: FC1=CC=C(CNC(=O)C=2N=C3N(C(C2O)=O)C=CC=C3NC(OCC3=CC=CC=C3)=O)C=C1 (Benzyl (2-{[(4-fluorobenzyl)amino]carbonyl}-3-hydroxy-4-oxo-4H-pyrido[1,2-a]pyrimidin-9-yl)carbamate). RXN SMILES: [CH2:1]([O:8][C:9]([NH:11][C:12]1[C:17]2=[N:18][C:19]([C:24](OC)=[O:25])=[C:20]([OH:23])[C:21](=[O:22])[N:16]2[CH:15]=[CH:14][CH:13]=1)=[O:10])[C:2]1[CH:7]=[CH:6][CH:5]=[CH:4][CH:3]=1.[F:28][C:29]1[CH:36]=[CH:35][C:32]([CH2:33][NH2:34])=[CH:31][CH:30]=1>CO>[F:28][C:29]1[CH:36]=[CH:35][C:32]([CH2:33][NH:34][C:24]([C:19]2[N:18]=[C:17]3[C:12]([NH:11][C:9](=[O:10])[O:8][CH2:1][C:2]4[CH:7]=[CH:6][CH:5]=[CH:4][CH:3]=4)=[CH:13][CH:14]=[CH:15][N:16]3[C:21](=[O:22])[C:20]=2[OH:23])=[O:25])=[CH:31][CH:30]=1. Procedure: To a suspension of methyl 9-{[(benzyloxy)carbonyl]amino}-3-hydroxy-4-oxo-4-H-pyrido[1,2-a]pyrimidine-2-carboxylate in MeOH was added p-fluorobenzylamine. The suspension was stirred at 80° C. and after 16 hours the solvent was removed under reduced pressure. The product was purified by preparative RP-HPLC, using water (0.1% TFA) and acetonitrile (0.1% TFA) as eluants (column: C18). The product was obtained after lyophilization of the pooled product fractions as bright yellow fluffy material. Reactants: FC1=CC=C(C=C1)N1C(=NC=C1C(=O)OCC)S (ethyl 1-(4-fluorophenyl)-2-mercapto-1H-imidazole-5-carboxylate), [OH-].[Li+] (lithium hydroxide). The solvent is O1CCOCC1 (1,4-dioxane), CO (methanol), O (water). Reaction conditions: temperature 50 celsius, time 8 hour. The product is FC1=CC=C(C=C1)N1C(=NC=C1C(=O)O)S (1-(4-fluorophenyl)-2-mercapto-1H-imidazole-5-carboxylic acid). RXN SMILES: [F:1][C:2]1[CH:7]=[CH:6][C:5]([N:8]2[C:12]([C:13]([O:15]CC)=[O:14])=[CH:11][N:10]=[C:9]2[SH:18])=[CH:4][CH:3]=1.[OH-].[Li+]>O1CCOCC1.CO.O>[F:1][C:2]1[CH:3]=[CH:4][C:5]([N:8]2[C:12]([C:13]([OH:15])=[O:14])=[CH:11][N:10]=[C:9]2[SH:18])=[CH:6][CH:7]=1 |f:1.2|. Procedure details: To a solution of ethyl 1-(4-fluorophenyl)-2-mercapto-1H-imidazole-5-carboxylate (3) (2.62 g, 9.84 mmol) in 1,4-dioxane (21 mL) and methanol (10 mL) was added lithium hydroxide (825 mg, 19.7 mmol) in water (21 mL). The reaction was stirred at 50° C. overnight and the organic solvents were removed in vacuo. The mixture was acidified with 1M HCl until a white solid crashed out of the solution. The solid was collected by vacuum filtration and washed with water to afford 1-(4-fluorophenyl)-2-mercapto...